From a dataset of the Open Reaction Database (ORD), a public repository of structured organic reaction records. describe an organic reaction: reactants, conditions, products, and yield Reactants: COC(=O)C=1N=C2N(C(C1O)=O)C=C(C=C2)Br (7-Bromo-3-hydroxy-4-oxo-4H-pyrido[1,2-a]pyrimidine-2-carboxylic acid methyl ester), FC1=CC=C(CN)C=C1 (p-fluorobenzylamine). The solvent is CO (methanol). Run at time 6 hour. The product is FC1=CC=C(CNC(=O)C=2N=C3N(C(C2O)=O)C=C(C=C3)Br)C=C1 (7-bromo-3-hydroxy-4-oxo-4H-pyrido[1,2-a]pyrimidine-2-carboxylic acid 4-fluoro-benzylamide). Isolated yield 87.4%. Reaction SMILES: CO[C:3]([C:5]1[N:6]=[C:7]2[CH:16]=[CH:15][C:14]([Br:17])=[CH:13][N:8]2[C:9](=[O:12])[C:10]=1[OH:11])=[O:4].[F:18][C:19]1[CH:26]=[CH:25][C:22]([CH2:23][NH2:24])=[CH:21][CH:20]=1>CO>[F:18][C:19]1[CH:26]=[CH:25][C:22]([CH2:23][NH:24][C:3]([C:5]2[N:6]=[C:7]3[CH:16]=[CH:15][C:14]([Br:17])=[CH:13][N:8]3[C:9](=[O:12])[C:10]=2[OH:11])=[O:4])=[CH:21][CH:20]=1. Reported procedure: 7-Bromo-3-hydroxy-4-oxo-4H-pyrido[1,2-a]pyrimidine-2-carboxylic acid methyl ester (20 mg, 0.07 mmol) and p-fluorobenzylamine (19 uL, 0.17 mmol) in dry methanol (4 mL) was heated to reflux with stirring. Reaction progress was monitored by HPLC. After 6 h, the reaction was cooled to room temperature and concentrated in vacuo. The residue was triturated with diethyl ether (2 mL) and the precipitate collected by filtration and washed with diethyl ether (10 mL) and dried on the pump to afford 7-bromo...